Dataset: the Open Reaction Database (ORD), a public repository of structured organic reaction records. Task: describe an organic reaction: reactants, conditions, products, and yield Reactants: CC1=C(C=C(C=C1)C=1OC(=NN1)C)C1=CC=C(C=C1)C(=O)O (2′-methyl-5′-(5-methyl-1,3,4-oxadiazol-2-yl)-1,1′-biphenyl-4-carboxylic acid), CNC(C1=CC(=CC=C1)N)=O (N-methyl-3-aminobenzamide). Product: CC1=C(C=C(C=C1)C=1OC(=NN1)C)C1=CC=C(C=C1)C(=O)NC1=CC(=CC=C1)C(=O)NC (2′-Methyl-N-{3-[(methylamino)carbonyl]phenyl}-5′-(5-methyl-1,3,4-oxadiazol-2-yl)-1,1′-biphenyl-4-carboxamide). RXN SMILES: [CH3:1][C:2]1[CH:7]=[CH:6][C:5]([C:8]2[O:9][C:10]([CH3:13])=[N:11][N:12]=2)=[CH:4][C:3]=1[C:14]1[CH:19]=[CH:18][C:17]([C:20]([OH:22])=O)=[CH:16][CH:15]=1.[CH3:23][NH:24][C:25](=[O:33])[C:26]1[CH:31]=[CH:30][CH:29]=[C:28]([NH2:32])[CH:27]=1>>[CH3:1][C:2]1[CH:7]=[CH:6][C:5]([C:8]2[O:9][C:10]([CH3:13])=[N:11][N:12]=2)=[CH:4][C:3]=1[C:14]1[CH:15]=[CH:16][C:17]([C:20]([NH:32][C:28]2[CH:29]=[CH:30][CH:31]=[C:26]([C:25]([NH:24][CH3:23])=[O:33])[CH:27]=2)=[O:22])=[CH:18][CH:19]=1. Reported procedure: 2′-Methyl-N-{3-[(methylamino)carbonyl]phenyl}-5′-(5-methyl-1,3,4-oxadiazol-2-yl)-1,1′-biphenyl-4-carboxamide was prepared from 2′-methyl-5′-(5-methyl-1,3,4-oxadiazol-2-yl)-1,1′-biphenyl-4-carboxylic acid and N-methyl-3-aminobenzamide using method I. LCMS; retention time 3.04 min, MH+ 427. Starting materials: C(CC1=CC=CC=C1)N (phenethylamine), S(=O)(Cl)Cl (Thionyl chloride), C(C)(C)(C)OC(=O)NC1CCN(CC1)S(=O)(=O)C1=CC(=C(C(=O)O)C=C1)F (4-(4-tert-butoxycarbonylamino-piperidine-1-sulfonyl)-2-fluoro-benzoic acid), N1=CC=CC=C1 (pyridine). Run in C(Cl)Cl (DCM), C(Cl)Cl (DCM). Run at time 4 hour. Yields the product C(C)(C)(C)OC(NC1CCN(CC1)S(=O)(=O)C1=CC(=C(C=C1)C(NCCC1=CC=CC=C1)=O)F)=O ([1-(3-Fluoro-4-phenethylcarbamoyl-benzenesulfonyl)-piperidin-4-yl]-carbamic acid tert-butyl ester). The yield is 100.2%. RXN SMILES: S(Cl)(Cl)=O.[C:5]([O:9][C:10]([NH:12][CH:13]1[CH2:18][CH2:17][N:16]([S:19]([C:22]2[CH:30]=[CH:29][C:25]([C:26]([OH:28])=O)=[C:24]([F:31])[CH:23]=2)(=[O:21])=[O:20])[CH2:15][CH2:14]1)=[O:11])([CH3:8])([CH3:7])[CH3:6].N1C=CC=CC=1.[CH2:38]([NH2:46])[CH2:39][C:40]1[CH:45]=[CH:44][CH:43]=[CH:42][CH:41]=1>C(Cl)Cl>[C:5]([O:9][C:10](=[O:11])[NH:12][CH:13]1[CH2:14][CH2:15][N:16]([S:19]([C:22]2[CH:30]=[CH:29][C:25]([C:26](=[O:28])[NH:46][CH2:38][CH2:39][C:40]3[CH:45]=[CH:44][CH:43]=[CH:42][CH:41]=3)=[C:24]([F:31])[CH:23]=2)(=[O:20])=[O:21])[CH2:17][CH2:18]1)([CH3:7])([CH3:8])[CH3:6]. Procedure details: Thionyl chloride (0.16 g, 2.2 mmol) was added dropwise to a stirred solution of 4-(4-tert-butoxycarbonylamino-piperidine-1-sulfonyl)-2-fluoro-benzoic acid (0.3 g, 0.75 mmol) and pyridine (0.36 ml, 4.5 mmol) in DCM (10 ml). The reaction mixture was stirred at room temperature under a nitrogen atmosphere for 4 hours, after this time phenethylamine (0.19 ml, 1.5 mmol) was added in one portion and stirring was continued for a further 12 hours. The mixture was then diluted with DCM (10 ml) before bei...